Dataset: the Open Reaction Database (ORD), a public repository of structured organic reaction records. Task: describe an organic reaction: reactants, conditions, products, and yield The reactants are Brc1ccncc1, CCO, Cc1ccccc1, COc1nc2cc(Cl)c(Cl)c(B(O)O)c2nc1OC, [Na+], [Na+], O=C([O-])[O-]. Product: COc1nc2cc(Cl)c(Cl)c(-c3ccncc3)c2nc1OC. RXN SMILES: [Br:20][c:21]1[cH:22][cH:23][n:24][cH:25][cH:26]1.[CH3:27][CH2:28][OH:29].[CH3:30][c:31]1[cH:32][cH:33][cH:34][cH:35][cH:36]1.[Cl:1][c:2]1[c:3]([B:17]([OH:18])[OH:19])[c:4]2[n:5][c:6]([O:15][CH3:16])[c:7]([O:13][CH3:14])[n:8][c:9]2[cH:10][c:11]1[Cl:12].[Na+:37].[Na+:38].[O-:39][C:40](=[O:41])[O-:42]>>[Cl:1][c:2]1[c:3](-[c:21]2[cH:22][cH:23][n:24][cH:25][cH:26]2)[c:4]2[n:5][c:6]([O:15][CH3:16])[c:7]([O:13][CH3:14])[n:8][c:9]2[cH:10][c:11]1[Cl:12]. The product is C(C1=CC=CC=C1)C(C(=O)O)CS(=O)(=O)C1CCCCC1 (2-(R,S)-Benzyl-3-cyclohexylsulfonylpropionic acid). Procedure details: 3.2 g of ethyl 2-(R,S)-benzyl-3-cyclohexylsulfonylpropionate are refluxed in 50 ml of 5 N HCl for 8 hours. The mixture is extracted with dichloromethane, and the extract is dried with Na2SO4. The concentration results in 1.1 g of the title compound as an oil. Reactants: C(C1=CC=CC=C1)C(C(=O)OCC)CS(=O)(=O)C1CCCCC1 (ethyl 2-(R,S)-benzyl-3-cyclohexylsulfonylpropionate). Yield: 37.5%. As a reaction SMILES: [CH2:1]([CH:8]([CH2:14][S:15]([CH:18]1[CH2:23][CH2:22][CH2:21][CH2:20][CH2:19]1)(=[O:17])=[O:16])[C:9]([O:11]CC)=[O:10])[C:2]1[CH:7]=[CH:6][CH:5]=[CH:4][CH:3]=1>Cl>[CH2:1]([CH:8]([CH2:14][S:15]([CH:18]1[CH2:23][CH2:22][CH2:21][CH2:20][CH2:19]1)(=[O:16])=[O:17])[C:9]([OH:11])=[O:10])[C:2]1[CH:3]=[CH:4][CH:5]=[CH:6][CH:7]=1. The solvent is Cl (HCl). The reactants are Cl (HCl), C(C)OC(=O)C=1N=NN(C1Cl)CC1=CC(=CC(=C1)C(F)(F)F)C(F)(F)F (1-(3,5-bis-trifluoromethyl-benzyl)-5-chloro-1H-[1,2,3]triazole-4-carboxylic acid ethyl ester), N1CCOCC1 (morpholine). Run in CCOC(=O)C (EtOAc). Run at temperature 70 celsius, time 8 hour. Yields the product FC(C=1C=C(CN2N=NC(=C2N2CCOCC2)C(=O)N2CCOCC2)C=C(C1)C(F)(F)F)(F)F ([1-(3,5-bis-trifluoromethyl-benzyl)-5-morpholin-4-yl-1H-[1,2,3]triazol-4-yl]-morpholin-4-yl-methanone). As a reaction SMILES: C(O[C:4]([C:6]1[N:7]=[N:8][N:9]([CH2:12][C:13]2[CH:18]=[C:17]([C:19]([F:22])([F:21])[F:20])[CH:16]=[C:15]([C:23]([F:26])([F:25])[F:24])[CH:14]=2)[C:10]=1Cl)=[O:5])C.[NH:27]1[CH2:32][CH2:31][O:30][CH2:29][CH2:28]1.Cl>CCOC(C)=O>[F:24][C:23]([F:25])([F:26])[C:15]1[CH:14]=[C:13]([CH:18]=[C:17]([C:19]([F:21])([F:22])[F:20])[CH:16]=1)[CH2:12][N:9]1[C:10]([N:27]2[CH2:32][CH2:31][O:30][CH2:29][CH2:28]2)=[C:6]([C:4]([N:27]2[CH2:32][CH2:31][O:30][CH2:29][CH2:28]2)=[O:5])[N:7]=[N:8]1. Reported procedure: Dissolve 1-(3,5-bis-trifluoromethyl-benzyl)-5-chloro-1H-[1,2,3]triazole-4-carboxylic acid ethyl ester in morpholine (20 eq). Stir at 70° C. overnight then increase temp to 80° C. and continue stirring for another 60 hours. Cool to RT, pour into separatory funnel with EtOAc and 1N HCl. Separate layers and wash organic layer with 1N HCl and then with brine. Dry over MgSO4, filter, and concentrate. Purify via silica gel chromatography using a gradient of 1:1 to 1:5 hexanes:EtOAc to give the desired... Starting materials: NC1=C(C=CC(=C1)N1S(CCC1)(=O)=O)C(=O)N1CCN(CC1)C1=C(C=C(C=C1)C)C ([2-Amino-4-(1,1-dioxo-1λ6-isothiazolidin-2-yl)phenyl][4-(2,4-dimethylphenyl)piperazin-1-yl]methanone), FC1=CC=C(C=C1)N=C=O (4-fluorophenyl isocyanate), Cl (hydrochloric acid). Solvent: N1=CC=CC=C1 (pyridine). Product: CC1=C(C=CC(=C1)C)N1CCN(CC1)C(=O)C1=C(C=C(C=C1)N1S(CCC1)(=O)=O)NC(=O)NC1=CC=C(C=C1)F (1-{2-[4-(2,4-dimethylphenyl)piperazine-1-carbonyl]-5-(1,1-dioxo-1λ6-isothiazolidin-2-yl)phenyl}-3-(4-fluorophenyl)urea). Isolated yield 67.4%. Reaction SMILES: [NH2:1][C:2]1[CH:7]=[C:6]([N:8]2[CH2:12][CH2:11][CH2:10][S:9]2(=[O:14])=[O:13])[CH:5]=[CH:4][C:3]=1[C:15]([N:17]1[CH2:22][CH2:21][N:20]([C:23]2[CH:28]=[CH:27][C:26]([CH3:29])=[CH:25][C:24]=2[CH3:30])[CH2:19][CH2:18]1)=[O:16].[F:31][C:32]1[CH:37]=[CH:36][C:35]([N:38]=[C:39]=[O:40])=[CH:34][CH:33]=1.Cl>N1C=CC=CC=1>[CH3:30][C:24]1[CH:25]=[C:26]([CH3:29])[CH:27]=[CH:28][C:23]=1[N:20]1[CH2:21][CH2:22][N:17]([C:15]([C:3]2[CH:4]=[CH:5][C:6]([N:8]3[CH2:12][CH2:11][CH2:10][S:9]3(=[O:14])=[O:13])=[CH:7][C:2]=2[NH:1][C:39]([NH:38][C:35]2[CH:36]=[CH:37][C:32]([F:31])=[CH:33][CH:34]=2)=[O:40])=[O:16])[CH2:18][CH2:19]1. Reported procedure: [2-Amino-4-(1,1-dioxo-1λ6-isothiazolidin-2-yl)phenyl][4-(2,4-dimethylphenyl)piperazin-1-yl]methanone (100 mg) described in Example 103 was dissolved in pyridine (2 mL), 4-fluorophenyl isocyanate (64 mg) was added, and the mixture was stirred at room temperature. After completion of the reaction, to the reaction mixture was added dilute hydrochloric acid, and the mixture was extracted with ethyl acetate. The organic layer was washed with saturated brine, and the solvent was evaporated. The obtain...